This data is from the Open Reaction Database (ORD), a public repository of structured organic reaction records. The task is: describe an organic reaction: reactants, conditions, products, and yield The reactants are C(C)(CC)[Li] (sec-butyl lithium), C=CC(C)=C (isoprene), all-glass. Run in C1=CC=CC=C1 (benzene). The product is C=CC(C)=C.C=CC=C (isoprene butadiene), ( 5 ). Reaction SMILES: [CH:1]([Li])([CH2:3][CH3:4])[CH3:2].[CH2:6]=[CH:7][C:8](=[CH2:10])[CH3:9]>C1C=CC=CC=1>[CH2:6]=[CH:7][C:8](=[CH2:9])[CH3:10].[CH2:2]=[CH:1][CH:3]=[CH2:4] |f:3.4|. Procedure: A 3-arm star isoprene/butadiene block copolymer was synthesized using standard high vacuum techniques, M. Morton et al., J. Rubber Chem. and Technol., 48, 359 (1975). A brief summary of the polymerization procedure is as follows: Ampules containing sec-butyl lithium solution (in benzene) and benzene were released into a 250 ml all-glass high-vacuum apparatus, magnetic stirring was commenced, and sufficient isoprene was added from an ampule to form oligomeric chains five (5) units long. After sti... The reactants are CCCCP, CCOC(C)=O, [N-]=[N+]=NCCCOc1ccc(-c2cnc3ccc(-c4cn(C(c5ccccc5)(c5ccccc5)c5ccccc5)nc4-c4ccc(F)cc4)cn23)cc1, [Na+], [Na+], O=S(=O)([O-])[O-], C1CCOC1, O. Yields the product NCCCOc1ccc(-c2cnc3ccc(-c4cn(C(c5ccccc5)(c5ccccc5)c5ccccc5)nc4-c4ccc(F)cc4)cn23)cc1. As a reaction SMILES: [CH2:54]([PH2:55])[CH2:56][CH2:57][CH3:58].[CH3:72][CH2:73][O:74][C:75](=[O:76])[CH3:77].[F:1][c:2]1[cH:3][cH:4][c:5](-[c:8]2[n:9][n:10]([C:35]([c:36]3[cH:37][cH:38][cH:39][cH:40][cH:41]3)([c:42]3[cH:43][cH:44][cH:45][cH:46][cH:47]3)[c:48]3[cH:49][cH:50][cH:51][cH:52][cH:53]3)[cH:11][c:12]2-[c:13]2[cH:14][cH:15][c:16]3[n:17]([cH:18]2)[c:19](-[c:22]2[cH:23][cH:24][c:25]([O:26][CH2:27][CH2:28][CH2:29][N:30]=[N+:31]=[N-:32])[cH:33][cH:34]2)[cH:20][n:21]3)[cH:6][cH:7]1.[Na+:60].[Na+:61].[O-:62][S:63](=[O:64])(=[O:65])[O-:66].[O:67]1[CH2:68][CH2:69][CH2:70][CH2:71]1.[OH2:59]>>[F:1][c:2]1[cH:3][cH:4][c:5](-[c:8]2[n:9][n:10]([C:35]([c:36]3[cH:37][cH:38][cH:39][cH:40][cH:41]3)([c:42]3[cH:43][cH:44][cH:45][cH:46][cH:47]3)[c:48]3[cH:49][cH:50][cH:51][cH:52][cH:53]3)[cH:11][c:12]2-[c:13]2[cH:14][cH:15][c:16]3[n:17]([cH:18]2)[c:19](-[c:22]2[cH:23][cH:24][c:25]([O:26][CH2:27][CH2:28][CH2:29][NH2:30])[cH:33][cH:34]2)[cH:20][n:21]3)[cH:6][cH:7]1. The reactants are Cc1nc(-c2ccc(OCCN(Cc3ccccc3)C(=O)[O-])cc2)c[nH]1, CO. Yields the product Cc1nc(-c2ccc(OCCN)cc2)c[nH]1. As a reaction SMILES: [CH2:1]([c:5]1[cH:6][cH:7][cH:9][cH:10][cH:11]1)[N:8]([C:2](=[O:3])[O-:4])[CH2:12][CH2:13][O:14][c:15]1[cH:16][cH:17][c:18](-[c:21]2[n:22][c:23]([CH3:26])[nH:24][cH:25]2)[cH:19][cH:20]1.[CH3:27][OH:28]>>[NH2:8][CH2:12][CH2:13][O:14][c:15]1[cH:16][cH:17][c:18](-[c:21]2[n:22][c:23]([CH3:26])[nH:24][cH:25]2)[cH:19][cH:20]1. Starting materials: CN(C)C(=O)CN1CC(c2ccccc2)C2(CCCN(C(=O)C(COCc3ccccc3)NC(=O)C(C)(C)NC(=O)OC(C)(C)C)C2)C1=O, ClCCl, O=C(O)C(F)(F)F. Product: CN(C)C(=O)CN1CC(c2ccccc2)C2(CCCN(C(=O)C(COCc3ccccc3)NC(=O)C(C)(C)N)C2)C1=O. Reaction SMILES: [CH2:1]([c:2]1[cH:3][cH:4][cH:5][cH:6][cH:7]1)[O:8][CH2:9][CH:10]([C:11](=[O:12])[N:13]1[CH2:14][C:15]2([CH:16]([c:27]3[cH:28][cH:29][cH:30][cH:31][cH:32]3)[CH2:17][N:18]([CH2:21][C:22](=[O:23])[N:24]([CH3:25])[CH3:26])[C:19]2=[O:20])[CH2:33][CH2:34][CH2:35]1)[NH:36][C:37]([C:38]([CH3:39])([CH3:40])[NH:41][C:42](=[O:43])[O:44][C:45]([CH3:46])([CH3:47])[CH3:48])=[O:49].[Cl:57][CH2:58][Cl:59].[OH:50][C:51]([C:52]([F:53])([F:54])[F:55])=[O:56]>>[CH2:1]([c:2]1[cH:3][cH:4][cH:5][cH:6][cH:7]1)[O:8][CH2:9][CH:10]([C:11](=[O:12])[N:13]1[CH2:14][C:15]2([CH:16]([c:27]3[cH:28][cH:29][cH:30][cH:31][cH:32]3)[CH2:17][N:18]([CH2:21][C:22](=[O:23])[N:24]([CH3:25])[CH3:26])[C:19]2=[O:20])[CH2:33][CH2:34][CH2:35]1)[NH:36][C:37]([C:38]([CH3:39])([CH3:40])[NH2:41])=[O:49]. Starting materials: Cl.COC1=CC=C(C=C1)[C@@H]1SC2=C(N(C([C@@H]1O)=O)CCN(C)C)C=CC(=C2)F ((±)-cis-2-(4-methoxyphenyl)-3-hydroxy-5-[2-(dimethylamino)ethyl]-8-fluoro-2,3-dihydro-1,5-benzothiazepin-4(5H)-one hydrochloride), C(C)(=O)OC(C)=O (acetic anhydride). Reaction conditions: temperature 100 celsius. Yields the product Cl.COC1=CC=C(C=C1)[C@@H]1SC2=C(N(C([C@@H]1OC(C)=O)=O)CCN(C)C)C=CC(=C2)F ((±)-cis-2-(4-methoxyphenyl)-3-acetoxy-5-[2-(dimethylamino)ethyl]-8-fluoro-2,3-dihydro-1,5-benzothiazepin-4(5H)-one hydrochloride). As a reaction SMILES: [ClH:1].[CH3:2][O:3][C:4]1[CH:9]=[CH:8][C:7]([C@H:10]2[C@@H:16]([OH:17])[C:15](=[O:18])[N:14]([CH2:19][CH2:20][N:21]([CH3:23])[CH3:22])[C:13]3[CH:24]=[CH:25][C:26]([F:28])=[CH:27][C:12]=3[S:11]2)=[CH:6][CH:5]=1.[C:29](OC(=O)C)(=[O:31])[CH3:30]>>[ClH:1].[CH3:2][O:3][C:4]1[CH:5]=[CH:6][C:7]([C@H:10]2[C@@H:16]([O:17][C:29](=[O:31])[CH3:30])[C:15](=[O:18])[N:14]([CH2:19][CH2:20][N:21]([CH3:23])[CH3:22])[C:13]3[CH:24]=[CH:25][C:26]([F:28])=[CH:27][C:12]=3[S:11]2)=[CH:8][CH:9]=1 |f:0.1,3.4|. Reported procedure: A mixture of 0.7 g of (±)-cis-2-(4-methoxyphenyl)-3-hydroxy-5-[2-(dimethylamino)ethyl]-8-fluoro-2,3-dihydro-1,5-benzothiazepin-4(5H)-one hydrochloride and 8 ml of acetic anhydride is heated at 100° C. for 4 hours. After the reaction is completed, the mixture is evaporated under reduced pressure to remove acetic anhydride and acetic acid. Toluene is added to the residue, and the mixture is evaporated under reduced pressure to remove solvent. The residue is recrystallized from a mixture of ethanol... Starting materials: FC1=CC(=C(C=C1)CC(=O)O)C(F)(F)F (2-(4-fluoro-2-(trifluoromethyl)phenyl)acetic acid), ClC=1C=CC=C2C(CC3(CCNCC3)C12)CC(=O)OCC (ethyl 2-(7-chloro-2,3-dihydrospiro[indene-1,4′-piperidine]-3-yl)acetate). Yields the product ClC=1C=CC=C2C(CC3(CCN(CC3)C(CC3=C(C=C(C=C3)F)C(F)(F)F)=O)C12)CC(=O)O (2-(7-chloro-1′(2-(4-fluoro-2-(trifluoromethyl)phenyl)acetyl)-2,3-dihydrospiro[indene-1,4′-piperidine]-3-yl)acetic acid). As a reaction SMILES: [F:1][C:2]1[CH:7]=[CH:6][C:5]([CH2:8][C:9]([OH:11])=O)=[C:4]([C:12]([F:15])([F:14])[F:13])[CH:3]=1.[Cl:16][C:17]1[CH:18]=[CH:19][CH:20]=[C:21]2[C:30]=1[C:24]1([CH2:29][CH2:28][NH:27][CH2:26][CH2:25]1)[CH2:23][CH:22]2[CH2:31][C:32]([O:34]CC)=[O:33]>>[Cl:16][C:17]1[CH:18]=[CH:19][CH:20]=[C:21]2[C:30]=1[C:24]1([CH2:25][CH2:26][N:27]([C:9](=[O:11])[CH2:8][C:5]3[CH:6]=[CH:7][C:2]([F:1])=[CH:3][C:4]=3[C:12]([F:15])([F:14])[F:13])[CH2:28][CH2:29]1)[CH2:23][CH:22]2[CH2:31][C:32]([OH:34])=[O:33]. Procedure: The title compound was prepared following a procedure analogous to that described in Example 1 using 2-(4-fluoro-2-(trifluoromethyl)phenyl)acetic acid and ethyl 2-(7-chloro-2,3-dihydrospiro[indene-1,4′-piperidine]-3-yl)acetate. LC-MS Method 1 tR=1.88, min, m/z=486, 484 The reactants are FC1=C(C=CC(=C1)F)C1=NC(=NC=N1)NC1=CC(=CC=C1)CS(=O)(=O)C (4-(2,4-difluorophenyl)-N-{3-[(methylsulfonyl)methyl]phenyl}-1,3,5-triazin-2-amine), intermediate 42.1, CC(C1=CC=CC=C1)O (DL-1-phenylethanol). Yields the product FC1=CC(=C(C=C1)C1=NC(=NC=N1)NC1=CC(=CC=C1)CS(=O)(=O)C)OC(C)C1=CC=CC=C1 (rac-4-[4-Fluoro-2-(1-phenylethoxy)phenyl]-N-{3-[(methylsulfonyl)methyl]phenyl}-1,3,5-triazin-2-amine). As a reaction SMILES: F[C:2]1[CH:7]=[C:6]([F:8])[CH:5]=[CH:4][C:3]=1[C:9]1[N:14]=[CH:13][N:12]=[C:11]([NH:15][C:16]2[CH:21]=[CH:20][CH:19]=[C:18]([CH2:22][S:23]([CH3:26])(=[O:25])=[O:24])[CH:17]=2)[N:10]=1.[CH3:27][CH:28]([OH:35])[C:29]1[CH:34]=[CH:33][CH:32]=[CH:31][CH:30]=1>>[F:8][C:6]1[CH:5]=[CH:4][C:3]([C:9]2[N:14]=[CH:13][N:12]=[C:11]([NH:15][C:16]3[CH:21]=[CH:20][CH:19]=[C:18]([CH2:22][S:23]([CH3:26])(=[O:25])=[O:24])[CH:17]=3)[N:10]=2)=[C:2]([O:35][CH:28]([C:29]2[CH:34]=[CH:33][CH:32]=[CH:31][CH:30]=2)[CH3:27])[CH:7]=1. Procedure: Starting with 4-(2,4-difluorophenyl)-N-{3-[(methylsulfonyl)methyl]phenyl}-1,3,5-triazin-2-amine (50 mg; 0.129 mmol), intermediate 42.1, and DL-1-phenylethanol (63 mg; 0.515 mmol), example 68 was prepared analogously to the procedure for the preparation of example 42.